Dataset: the Open Reaction Database (ORD), a public repository of structured organic reaction records. Task: describe an organic reaction: reactants, conditions, products, and yield Starting materials: BrC1=CC(=C2CCCC(C2=C1)O)F (7-bromo-5-fluoro-3,4-dihydro-2H-naphthalen-1-ol), N1C=NC(=C1)C(=O)OC(C)C (isopropyl 4-imidazolecarboxylate), C1(=CC=CC=C1)P(C1=CC=CC=C1)C1=CC=CC=C1 (triphenylphosphine), N(=NC(=O)[O-])C(=O)OC (methyl azodicarboxylate). Run in C1CCOC1 (THF). Conditions: time 1 hour. The product is C(C)(C)OC(=O)C=1N(C=NC1)C1CCCC2=C(C=C(C=C12)Br)F (3-(7-bromo-5-fluoro-1,2,3,4-tetrahydro-naphthalen-1-yl)-3H-imidazole-4-carboxylic acid isopropyl ester). As a reaction SMILES: [Br:1][C:2]1[CH:11]=[C:10]2[C:5]([CH2:6][CH2:7][CH2:8][CH:9]2O)=[C:4]([F:13])[CH:3]=1.[NH:14]1[CH:18]=[C:17]([C:19]([O:21][CH:22]([CH3:24])[CH3:23])=[O:20])[N:16]=[CH:15]1.C1(P(C2C=CC=CC=2)C2C=CC=CC=2)C=CC=CC=1.N(C(OC)=O)=NC([O-])=O>C1COCC1>[CH:22]([O:21][C:19]([C:17]1[N:16]([CH:9]2[C:10]3[C:5](=[C:4]([F:13])[CH:3]=[C:2]([Br:1])[CH:11]=3)[CH2:6][CH2:7][CH2:8]2)[CH:15]=[N:14][CH:18]=1)=[O:20])([CH3:24])[CH3:23]. Procedure details: To a solution of 7-bromo-5-fluoro-3,4-dihydro-2H-naphthalen-1-ol (0.280 g, 1.10 mmol) and isopropyl 4-imidazolecarboxylate (0.121 g, 0.77 mmol), which can be prepared as described in Example 1, in THF (6 mL) at 0° C. is added triphenylphosphine (0.291 g, 1.10 mmol) and methyl azodicarboxylate (40% in toluene, 0.41 mL, 1.10 mmol). After 1 hour, the cooling bath is removed and after another hour, the mixture is diluted with ethyl acetate and washed with half-saturated brine, dried over magnesium s... The reactants are CC(C)C(=O)Cl, CCCCCCCCCCCCCCCCCCOC1C(O)C(CO)OC1n1cnc2c(=O)[nH]c(N)nc21, C[Si](C)(C)Cl, [NH4+], [OH-], O, c1ccncc1. Product: CCCCCCCCCCCCCCCCCCOC1C(O)C(CO)OC1n1cnc2c(=O)[nH]c(NC(=O)C(C)C)nc21. Reaction SMILES: [C:44]([CH:45]([CH3:46])[CH3:47])(=[O:48])[Cl:49].[CH2:1]([CH2:2][CH2:3][CH2:4][CH2:5][CH2:6][CH2:7][CH2:8][CH2:9][CH2:10][CH2:11][CH2:12][CH2:13][CH2:14][CH2:15][CH2:16][CH2:17][CH3:18])[O:19][CH:20]1[CH:21]([n:28]2[cH:29][n:30][c:31]3[c:32](=[O:33])[nH:34][c:35]([NH2:36])[n:37][c:38]23)[O:22][CH:23]([CH2:26][OH:27])[CH:24]1[OH:25].[CH3:39][Si:40]([Cl:41])([CH3:42])[CH3:43].[NH4+:50].[OH-:51].[OH2:58].[cH:52]1[cH:53][cH:54][n:55][cH:56][cH:57]1>>[CH2:1]([CH2:2][CH2:3][CH2:4][CH2:5][CH2:6][CH2:7][CH2:8][CH2:9][CH2:10][CH2:11][CH2:12][CH2:13][CH2:14][CH2:15][CH2:16][CH2:17][CH3:18])[O:19][CH:20]1[CH:21]([n:28]2[cH:29][n:30][c:31]3[c:32](=[O:33])[nH:34][c:35]([NH:36][C:44]([CH:45]([CH3:46])[CH3:47])=[O:48])[n:37][c:38]23)[O:22][CH:23]([CH2:26][OH:27])[CH:24]1[OH:25].